From a dataset of the Open Reaction Database (ORD), a public repository of structured organic reaction records. describe an organic reaction: reactants, conditions, products, and yield Reactants: intermediate 1, ClCCl (dichloromethane), COC1=C(C=C(C=C1)C(C(=O)O)C)[N+](=O)[O-] (2-(4-methoxy-3-nitro-phenyl)-propionic acid), COC(C1=C(C=C(C=C1Cl)Cl)N)=O (2-amino-4,6-dichloro-benzoic acid methyl ester). Run in CCCCCC (n-hexane). Yields the product COC(C1=C(C=C(C=C1Cl)Cl)NC(C(C)C1=CC(=C(C=C1)OC)[N+](=O)[O-])=O)=O (4,6-dichloro-2-[2-(4-methoxy-3-nitro-phenyl)-propionylamino]-benzoic acid methyl ester). Isolated yield 85.0%. Reaction SMILES: [CH3:1][O:2][C:3]1[CH:8]=[CH:7][C:6]([CH:9]([CH3:13])[C:10]([OH:12])=O)=[CH:5][C:4]=1[N+:14]([O-:16])=[O:15].[CH3:17][O:18][C:19](=[O:29])[C:20]1[C:25]([Cl:26])=[CH:24][C:23]([Cl:27])=[CH:22][C:21]=1[NH2:28].ClCCl>CCCCCC>[CH3:17][O:18][C:19](=[O:29])[C:20]1[C:25]([Cl:26])=[CH:24][C:23]([Cl:27])=[CH:22][C:21]=1[NH:28][C:10](=[O:12])[CH:9]([C:6]1[CH:7]=[CH:8][C:3]([O:2][CH3:1])=[C:4]([N+:14]([O-:16])=[O:15])[CH:5]=1)[CH3:13]. Procedure: The objective compound was prepared by the same procedure for the intermediate 1, using a 2-(4-methoxy-3-nitro-phenyl)-propionic acid (0.60 g, 2.70 mmol), SOC2 (0.96 mL, 13.0 mmol), and 2-amino-4,6-dichloro-benzoic acid methyl ester (0.77 g, 3.50 mmol). After normal workup, the pure objective compound (0.98 g, 82%) was obtained as white solid by recrystallization (dichloromethane:n-hexane=1:3): m.p 122° C.; 1H NMR (200 MHz, CDCl3) δ 1.60 (d, J=7.2 Hz, 3H, CH3), 3.65-3.84 (m, 4H, CO2CH3 & CH), 7.... Reactants: ClC1=C(C=C(C(=C1)N)N)N1C=CC=C1 (N-(2-chloro-4,5-diaminophenyl)pyrrole), C(C(=O)OCC)(=O)OCC (diethyl oxalate). Product: ClC1=C(C=C2NC(C(NC2=C1)=O)=O)N1C=CC=C1 (7-chloro-6-(1-pyrrolyl)-2,3(1H,4H)-quinoxalinedione). Reaction SMILES: [Cl:1][C:2]1[CH:7]=[C:6]([NH2:8])[C:5]([NH2:9])=[CH:4][C:3]=1[N:10]1[CH:14]=[CH:13][CH:12]=[CH:11]1.[C:15](OCC)(=[O:21])[C:16](OCC)=[O:17]>>[Cl:1][C:2]1[CH:7]=[C:6]2[C:5]([NH:9][C:15](=[O:21])[C:16](=[O:17])[NH:8]2)=[CH:4][C:3]=1[N:10]1[CH:14]=[CH:13][CH:12]=[CH:11]1. Procedure details: 0.6 g (2.9 mmol) of N-(2-chloro-4,5-diaminophenyl)pyrrole and 32 g (221 mmol) of diethyl oxalate were refluxed for 3 hours. The reaction mixture was cooled and then the crude product was filtered off and washed with petroleum ether.